From a dataset of the Open Reaction Database (ORD), a public repository of structured organic reaction records. describe an organic reaction: reactants, conditions, products, and yield Reactants: crude product, C (charcoal), [H-].[Na+] (Sodium hydride), C(#N)C1N(C=CC2=C(C=CC=C12)OC)S(=O)(=O)C1=CC=CC=C1 (1-cyano-2-benzenesulfonyl-1,2-dihydro-5-methoxyisoquinoline). Solvent: C(C)(=O)OCC (ethyl acetate), C=1(C(=CC=CC1)C)C (xylene). Yields the product C(#N)C1=NC=CC2=C(C=CC=C12)OC (1 -Cyano-5-methoxyisoquinoline). As a reaction SMILES: [H-].[Na+].[C:3]([CH:5]1[C:14]2[C:9](=[C:10]([O:15][CH3:16])[CH:11]=[CH:12][CH:13]=2)[CH:8]=[CH:7][N:6]1S(C1C=CC=CC=1)(=O)=O)#[N:4].C>C1(C)C(C)=CC=CC=1.C(OCC)(=O)C>[C:3]([C:5]1[C:14]2[C:9](=[C:10]([O:15][CH3:16])[CH:11]=[CH:12][CH:13]=2)[CH:8]=[CH:7][N:6]=1)#[N:4] |f:0.1|. Reported procedure: Sodium hydride (1.2 g of 60% in mineral oil) is added to a stirred suspension of 1-cyano-2-benzenesulfonyl-1,2-dihydro-5-methoxyisoquinoline (10 g) in xylene (100 ml). The reaction mixture is refluxed under nitrogen for 3 hrs, cooled to RT, stirred for an additional hour, and filtered. The filtered solid is washed with xylenes. The filtrate is evaporated in vacuo. The filtered solid is stirred with methylene chloride and aqeuous 5% sodium hydroxide solution. The methylene chloride phase is combi...